Dataset: the Open Reaction Database (ORD), a public repository of structured organic reaction records. Task: describe an organic reaction: reactants, conditions, products, and yield The product is Clc1ccc(CN2CCC(CNCC(c3ccccc3)c3ccccc3)CC2)cc1. Starting materials: [BH4-], CO, NCC1CCN(Cc2ccc(Cl)cc2)CC1, O=CC(c1ccccc1)c1ccccc1. Reaction SMILES: [BH4-:32].[CH3:33][OH:34].[NH2:1][CH2:2][CH:3]1[CH2:4][CH2:5][N:6]([CH2:9][c:10]2[cH:11][cH:12][c:13]([Cl:16])[cH:14][cH:15]2)[CH2:7][CH2:8]1.[c:17]1([CH:23]([CH:24]=[O:25])[c:26]2[cH:27][cH:28][cH:29][cH:30][cH:31]2)[cH:18][cH:19][cH:20][cH:21][cH:22]1>>[NH:1]([CH2:2][CH:3]1[CH2:4][CH2:5][N:6]([CH2:9][c:10]2[cH:11][cH:12][c:13]([Cl:16])[cH:14][cH:15]2)[CH2:7][CH2:8]1)[CH2:24][CH:23]([c:17]1[cH:18][cH:19][cH:20][cH:21][cH:22]1)[c:26]1[cH:27][cH:28][cH:29][cH:30][cH:31]1. Reactants: S1C2=C(NCC1)N=C(C=C2)C=O (3,4-dihydro-2H-pyrido[3,2-b][1,4]thiazine-6-carbaldehyde), Cl.Cl.NC1CCN(CC1)C[C@@H]1CN2C(C=CC=3C=CC(N1C23)=O)=O ((1R)-1-[(4-amino-1-piperidinyl)methyl]-1,2-dihydro-4H,9H-imidazo[1,2,3-ij]-1,8-naphthyridine-4,9-dione dihydrochloride), [H-].[H-].[H-].[H-].[Li+].[Al+3] (LiAlH4), [N+](=O)([O-])C1=NC=CC=C1 (nitropyridine), O=C1NC2=C(SC1)C=CC(=N2)C=O (3-oxo-3,4-dihydro-2H-pyrido[3,2-b][1,4]thiazine-6-carboxaldehyde). The solvent is CO (methanol), ClCCl (dichloromethane). Product: S1C2=C(NCC1)N=C(C=C2)CO (3,4-dihydro-2H-pyrido[3,2-b][1,4]thiazin-6-ylmethanol). As a reaction SMILES: Cl.Cl.NC1CCN(C[C@H]2N3C4N(C(=O)C=CC=4C=CC3=O)C2)CC1.[S:25]1[CH2:30][CH2:29][NH:28][C:27]2[N:31]=[C:32]([CH:35]=[O:36])[CH:33]=[CH:34][C:26]1=2.[N+](C1C=CC=CN=1)([O-])=O.O=C1CSC2C=CC(C=O)=NC=2N1.[H-].[H-].[H-].[H-].[Li+].[Al+3]>ClCCl.CO>[S:25]1[CH2:30][CH2:29][NH:28][C:27]2[N:31]=[C:32]([CH2:35][OH:36])[CH:33]=[CH:34][C:26]1=2 |f:0.1.2,6.7.8.9.10.11|. Reported procedure: A suspension of (1R)-1-[(4-amino-1-piperidinyl)methyl]-1,2-dihydro-4H,9H-imidazo[1,2,3-ij]-1,8-naphthyridine-4,9-dione dihydrochloride (for a preparation see Example 5A(j)) (0.075 g, 0.201 mmol) in dichloromethane (5 ml) and methanol (1 ml) at rt under argon was treated with 3,4-dihydro-2H-pyrido[3,2-b][1,4]thiazine-6-carbaldehyde (prepared by (1) reduction of 3-oxo-3,4-dihydro-2H-pyrido[3,2-b][1,4]thiazine-6-carboxaldehyde (for a synthesis see WO2003087098, Example 301(d)) with LiAlH4 to give 3... Starting materials: C(C)(C)(C)OC(=O)N1CCC(CC1)OC1=C(C(=O)OC)C=C(C=C1C(=O)OC)[N+](=O)[O-] (dimethyl 2-(1-t-butoxycarbonylpiperidin-4-yloxy)-5-nitroisophthalate). Run in Cl (hydrochloric acid). Conditions: temperature 40 celsius, time 1 hour. The product is C(C)(C)(C)OC(=O)N1CCC(CC1)OC1=C(C(=O)O)C=C(C=C1C(=O)O)[N+](=O)[O-] (2-(1-t-Butoxycarbonylpiperidin-4-yloxy)-5-nitroisophthalic Acid). Yield: 40.9%. RXN SMILES: [C:1]([O:5][C:6]([N:8]1[CH2:13][CH2:12][CH:11]([O:14][C:15]2[C:24]([C:25]([O:27]C)=[O:26])=[CH:23][C:22]([N+:29]([O-:31])=[O:30])=[CH:21][C:16]=2[C:17]([O:19]C)=[O:18])[CH2:10][CH2:9]1)=[O:7])([CH3:4])([CH3:3])[CH3:2]>Cl>[C:1]([O:5][C:6]([N:8]1[CH2:9][CH2:10][CH:11]([O:14][C:15]2[C:24]([C:25]([OH:27])=[O:26])=[CH:23][C:22]([N+:29]([O-:31])=[O:30])=[CH:21][C:16]=2[C:17]([OH:19])=[O:18])[CH2:12][CH2:13]1)=[O:7])([CH3:4])([CH3:2])[CH3:3]. Procedure: A solution of dimethyl 2-(1-t-butoxycarbonylpiperidin-4-yloxy)-5-nitroisophthalate (10.7 g) in concentrated hydrochloric acid (100 ml) was stirred at 80° C. for 10 hours. The reaction mixture was concentrated in vacuo. To the residue was added hexane to afford a white solid which was collected by filtration. To a solution of the solid in a mixture of water (50 ml) and acetone (50 ml) were added sodium hydrogencarbonate (4.6 g) and di-t-butyl dicarbonate (5.9 g) at room temperature. The resulting... The reactants are CC(C)Br, CN(C)C=O, CN(C)C1CCN(C(=O)c2ccc3[nH]c(C(=O)N4CCC(F)(F)CC4)cc3c2)C1, [H-], [Na+]. Product: CC(C)n1c(C(=O)N2CCC(F)(F)CC2)cc2cc(C(=O)N3CCC(N(C)C)C3)ccc21. Reaction SMILES: [Br:32][CH:33]([CH3:34])[CH3:35].[CH3:36][N:37]([CH3:38])[CH:39]=[O:40].[F:1][C:2]1([F:29])[CH2:3][CH2:4][N:5]([C:8](=[O:9])[c:10]2[nH:11][c:12]3[cH:13][cH:14][c:15]([C:19](=[O:20])[N:21]4[CH2:22][CH:23]([N:26]([CH3:27])[CH3:28])[CH2:24][CH2:25]4)[cH:16][c:17]3[cH:18]2)[CH2:6][CH2:7]1.[H-:30].[Na+:31]>>[F:1][C:2]1([F:29])[CH2:3][CH2:4][N:5]([C:8](=[O:9])[c:10]2[n:11]([CH:33]([CH3:34])[CH3:35])[c:12]3[cH:13][cH:14][c:15]([C:19](=[O:20])[N:21]4[CH2:22][CH:23]([N:26]([CH3:27])[CH3:28])[CH2:24][CH2:25]4)[cH:16][c:17]3[cH:18]2)[CH2:6][CH2:7]1. The reactants are C1(CC1)C(=O)C=CC1=CC=C(C=C1)C#N (4-cyanophenylvinyl cyclopropyl ketone). Reagents/catalysts: [Pd] (palladium-on-carbon). Run in C(C)O (ethanol). Conditions: time 1 hour. The product is C1(CC1)C(=O)CCC1=CC=C(C=C1)C#N (4-cyanophenylethyl cyclopropyl ketone). Isolated yield 74.5%. Reaction SMILES: [CH:1]1([C:4]([CH:6]=[CH:7][C:8]2[CH:13]=[CH:12][C:11]([C:14]#[N:15])=[CH:10][CH:9]=2)=[O:5])[CH2:3][CH2:2]1>C(O)C.[Pd]>[CH:1]1([C:4]([CH2:6][CH2:7][C:8]2[CH:9]=[CH:10][C:11]([C:14]#[N:15])=[CH:12][CH:13]=2)=[O:5])[CH2:3][CH2:2]1. Reported procedure: A solution of 11.83 g of 4-cyanophenylvinyl cyclopropyl ketone in 200 ml of absolute ethanol containing 0.3 g of 10% palladium-on-carbon catalyst was hydrogenated at an initial pressure of 45 pounds per sq. in. for one hour. The catalyst was filtered off, and the product isolated from the filtrate and recrystallized from methanol to give 8.9 g of 4-cyanophenylethyl cyclopropyl ketone, m.p. 76° C. The reactants are CN(C=O)C (dimethylformamide), C1(=CC=CC=C1)C1NC2=CC=CC=C2C1 (2-Phenylindoline), ClC(CN1CCCC1)(C)OCC(C)C (1-[2-chloro-2-(2-methylpropoxy)-propyl]pyrrolidine), [H-].[Na+] (sodium hydride), [H][H] (hydrogen), CN(C=O)C (dimethylformamide). Solvent: O (water). Run at time 15 minute. Yields the product CC(COCC(CN1C(CC2=CC=CC=C12)C1=CC=CC=C1)N1CCCC1)C (1-[3-(2-Methylpropoxy)-2-pyrrolidinopropyl]-2-phenylindoline). As a reaction SMILES: [C:1]1([CH:7]2[CH2:15][C:14]3[C:9](=[CH:10][CH:11]=[CH:12][CH:13]=3)[NH:8]2)[CH:6]=[CH:5][CH:4]=[CH:3][CH:2]=1.[H-].[Na+].[H][H].Cl[C:21]([O:29][CH2:30][CH:31]([CH3:33])[CH3:32])(C)[CH2:22][N:23]1[CH2:27][CH2:26][CH2:25][CH2:24]1.[CH3:34]N(C)C=O>O>[CH3:33][CH:31]([CH3:32])[CH2:30][O:29][CH2:21][CH:22]([N:23]1[CH2:24][CH2:25][CH2:26][CH2:27]1)[CH2:34][N:8]1[C:9]2[C:14](=[CH:13][CH:12]=[CH:11][CH:10]=2)[CH2:15][CH:7]1[C:1]1[CH:2]=[CH:3][CH:4]=[CH:5][CH:6]=1 |f:1.2|. Procedure details: 4 g. 2-Phenylindoline are dissolved in 25 ml. dimethylformamide and the solution mixed with 1.2 g. sodium hydride (50% suspension in oil). The reaction mixture is heated, while stirring, to 80° C. until the evolution of hydrogen is finished. Thereafter, a solution of 4.5 g. 1-[2-chloro-2-(2-methylpropoxy)-propyl]pyrrolidine in 25 ml. dimethylformamide is added dropwise thereto in the course of 15 minutes and stirring continued for 3 hours at 80° C. The reaction mixture is cooled, mixed with wate... Reactants: COc1cccc2c1CCCC(=O)N2, [Cl-], O, O=S(=O)(O)O, c1cc[nH+]cc1. The product is O=C1CCCc2c(O)cccc2N1. Reaction SMILES: [CH3:1][O:2][c:3]1[cH:4][cH:5][cH:6][c:7]2[c:8]1[CH2:9][CH2:10][CH2:11][C:12](=[O:14])[NH:13]2.[Cl-:15].[OH2:27].[S:22](=[O:23])(=[O:24])([OH:25])[OH:26].[nH+:16]1[cH:17][cH:18][cH:19][cH:20][cH:21]1>>[OH:2][c:3]1[cH:4][cH:5][cH:6][c:7]2[c:8]1[CH2:9][CH2:10][CH2:11][C:12](=[O:14])[NH:13]2.